From a dataset of the Open Reaction Database (ORD), a public repository of structured organic reaction records. describe an organic reaction: reactants, conditions, products, and yield The reactants are CCOC(=O)CP(=O)(OCC)OCC, O=Cc1ccc(OCc2ccccc2)c(F)c1. Product: CCOC(=O)C=Cc1ccc(OCc2ccccc2)c(F)c1. RXN SMILES: [CH3:18][CH2:19][O:20][C:21](=[O:22])[CH2:23][P:24]([O:25][CH2:26][CH3:27])([O:28][CH2:29][CH3:30])=[O:31].[F:1][c:2]1[cH:3][c:4]([CH:5]=[O:6])[cH:7][cH:8][c:9]1[O:10][CH2:11][c:12]1[cH:13][cH:14][cH:15][cH:16][cH:17]1>>[F:1][c:2]1[cH:3][c:4]([CH:5]=[CH:23][C:21]([O:20][CH2:19][CH3:18])=[O:22])[cH:7][cH:8][c:9]1[O:10][CH2:11][c:12]1[cH:13][cH:14][cH:15][cH:16][cH:17]1. Starting materials: Cl.NN=CC1=CC=C(OCCCCCOC2=C(C=C(C(=O)N(C(C)C)C(C)C)C=C2)OC)C=C1 (4-[5-[4-(aminoiminomethyl)phenoxy]pentoxy]-3-methoxy-N,N-bis(1-methylethyl)benzamide monohydrochloride), [OH-].[Na+] (sodium hydroxide). Solvent: O (water). The product is NN=CC1=CC=C(OCCCCCOC2=C(C=C(C(=O)N(C(C)C)C(C)C)C=C2)OC)C=C1 (4-[5-[4-(aminoiminomethyl)phenoxy] pentoxy]-3-methoxy-N,N-bis(1-methylethyl)benzamide). Isolated yield 99.5%. RXN SMILES: Cl.[NH2:2][N:3]=[CH:4][C:5]1[CH:34]=[CH:33][C:8]([O:9][CH2:10][CH2:11][CH2:12][CH2:13][CH2:14][O:15][C:16]2[CH:30]=[CH:29][C:19]([C:20]([N:22]([CH:26]([CH3:28])[CH3:27])[CH:23]([CH3:25])[CH3:24])=[O:21])=[CH:18][C:17]=2[O:31][CH3:32])=[CH:7][CH:6]=1.[OH-].[Na+]>O>[NH2:2][N:3]=[CH:4][C:5]1[CH:34]=[CH:33][C:8]([O:9][CH2:10][CH2:11][CH2:12][CH2:13][CH2:14][O:15][C:16]2[CH:30]=[CH:29][C:19]([C:20]([N:22]([CH:26]([CH3:27])[CH3:28])[CH:23]([CH3:25])[CH3:24])=[O:21])=[CH:18][C:17]=2[O:31][CH3:32])=[CH:7][CH:6]=1 |f:0.1,2.3|. Procedure details: A stirred, 0° C. solution of 4-[5-[4-(aminoiminomethyl)phenoxy]pentoxy]-3-methoxy-N,N-bis(1-methylethyl)benzamide monohydrochloride (1.9 g, 3.86 mmol) in 20 mL water is treated with 20 mL of 1.0N aqueous sodium hydroxide. The solution is extracted sequentially with four 50 mL portions of dichloromethane. The combined organic solution is washed with brine, dried over sodium sulfate and concentrated to give 4-[5-[4-(aminoiminomethyl)phenoxy] pentoxy]-3-methoxy-N,N-bis(1-methylethyl)benzamide (1.75... Reactants: C(OC(Cl)(Cl)Cl)(OC(Cl)(Cl)Cl)=O (bis(trichloromethyl) carbonate), C(C=C)ON[C@@H]1C=C([C@H](NC1)C(=O)N)C ((2S,5R)-5-(allyloxyamino)-3-methyl-1,2,5,6-tetrahydropyridine-2-carboxamide), C(C=C)ON[C@@H]1C=C([C@H](NC1)C(=O)N)C ((2S,5R)-5-(allyloxyamino)-3-methyl-1,2,5,6-tetrahydropyridine-2-carboxamide), C(C)N(C(C)C)C(C)C (N-ethyl-N-isopropylpropan-2-amine). Run in C(C)#N (ACN), C(C)#N (acetonitrile). Conditions: time 8 hour. Product: C(C=C)ON1[C@@H]2C=C([C@H](N(C1=O)C2)C(=O)N)C ((2S,5R)-6-(allyloxy)-3-methyl-7-oxo-1,6-diazabicyclo[3.2.1]oct-3-ene-2-carboxamide). Isolated yield 204.9%. As a reaction SMILES: [CH2:1]([O:4][NH:5][C@H:6]1[CH2:11][NH:10][C@H:9]([C:12]([NH2:14])=[O:13])[C:8]([CH3:15])=[CH:7]1)[CH:2]=[CH2:3].C(N(C(C)C)C(C)C)C.[C:25](=O)(OC(Cl)(Cl)Cl)[O:26]C(Cl)(Cl)Cl>C(#N)C>[CH2:1]([O:4][N:5]1[C:25](=[O:26])[N:10]2[CH2:11][C@H:6]1[CH:7]=[C:8]([CH3:15])[C@H:9]2[C:12]([NH2:14])=[O:13])[CH:2]=[CH2:3]. Reported procedure: A solution of (2S,5R)-5-(allyloxyamino)-3-methyl-1,2,5,6-tetrahydropyridine-2-carboxamide (Intermediate 85, 0.758 g, 3.59 mmol) and N-ethyl-N-isopropylpropan-2-amine (2.507 mL, 14.35 mmol) in acetonitrile (350 mL) was cooled to below 0° C. in an ice-salt bath and added a solution of bis(trichloromethyl) carbonate (0.426 g, 1.44 mmol) in ACN (15 mL) at a rate of 0.1 mL/min. The reaction mixture was stirred at rt overnight. The solvents were evaporated at 30° C., and the crude mixture was redissol... Reactants: Cc1ccccc1, Clc1ccc2c(c1)C(Cl)c1ccccc1CO2, N#C[Cu]. Yields the product N#CC1c2ccccc2COc2ccc(Cl)cc21. As a reaction SMILES: [CH3:21][c:22]1[cH:23][cH:24][cH:25][cH:26][cH:27]1.[Cl:1][c:2]1[cH:3][c:4]2[c:5]([cH:16][cH:17]1)[O:6][CH2:7][c:8]1[c:9]([cH:12][cH:13][cH:14][cH:15]1)[CH:10]2[Cl:11].[Cu:18][C:19]#[N:20]>>[Cl:1][c:2]1[cH:3][c:4]2[c:5]([cH:16][cH:17]1)[O:6][CH2:7][c:8]1[c:9]([cH:12][cH:13][cH:14][cH:15]1)[CH:10]2[C:19]#[N:20]. The reactants are [Cl-].[NH4+] (ammonium chloride), [N-]=[N+]=[N-].[Na+] (sodium azide), C(#N)CC1CCCN(C2=C1C=C(C=C2)Cl)C(C2=C(C=C(C=C2)NC(C2=C(C=CC=C2)Cl)=O)C)=O (5-cyanomethyl-7-chloro-1-[2-methyl-4-(2-chlorobenzoylamino)benzoyl]-2,3,4,5-tetrahydro-1H-benzoazepine), Cl (hydrochloric acid), CN(C=O)C (dimethylformamide). Conditions: temperature 100 celsius, time 2 hour. Product: CN1N=NN=C1CC1CCCN(C2=C1C=C(C=C2)Cl)C(C2=C(C=C(C=C2)NC(C2=C(C=CC=C2)Cl)=O)C)=O (5-(1-methyl-1,2,3,4-tetrazol-5-yl)methyl-7-chloro-1-[2-methyl-4-(2-chlorobenzoylamino)-benzoyl]-2,3,4,5-tetrahydro-1H-benzoazepine). Reaction SMILES: [Cl-].[NH4+].[N-:3]=[N+:4]=[N-:5].[Na+].[C:7]([CH2:9][CH:10]1[C:16]2[CH:17]=[C:18]([Cl:21])[CH:19]=[CH:20][C:15]=2[N:14]([C:22](=[O:40])[C:23]2[CH:28]=[CH:27][C:26]([NH:29][C:30](=[O:38])[C:31]3[CH:36]=[CH:35][CH:34]=[CH:33][C:32]=3[Cl:37])=[CH:25][C:24]=2[CH3:39])[CH2:13][CH2:12][CH2:11]1)#[N:8].Cl.[CH3:42]N(C)C=O>>[CH3:42][N:3]1[C:7]([CH2:9][CH:10]2[C:16]3[CH:17]=[C:18]([Cl:21])[CH:19]=[CH:20][C:15]=3[N:14]([C:22](=[O:40])[C:23]3[CH:28]=[CH:27][C:26]([NH:29][C:30](=[O:38])[C:31]4[CH:36]=[CH:35][CH:34]=[CH:33][C:32]=4[Cl:37])=[CH:25][C:24]=3[CH3:39])[CH2:13][CH2:12][CH2:11]2)=[N:8][N:5]=[N:4]1 |f:0.1,2.3|. Reported procedure: 0.14 g of ammonium chloride and 0.17 g of sodium azide were added to a solution of 0.7 g of 5-cyanomethyl-7-chloro-1-[2-methyl-4-(2-chlorobenzoylamino)benzoyl]-2,3,4,5-tetrahydro-1H-benzoazepine dissolved in 10 ml of dry dimethylformamide. The mixture was stirred at 100° C. for 2 hours. To the reaction mixture was added hydrochloric acid to control the pH of the mixture at about 2, followed by extraction with ethyl acetate. The organic layer was water-washed, then dried and subjected to vacuum d... The reactants are O=C(O)CCCCCCCCCCCCCCCCC(=O)O, C(=NC1CCCCC1)=NC1CCCCC1, C1CCOC1, C1CCOC1, O=C1CCC(=O)N1O. Product: O=C(O)CCCCCCCCCCCCCCCCC(=O)ON1C(=O)CCC1=O. Reaction SMILES: [C:1]([CH2:2][CH2:3][CH2:4][CH2:5][CH2:6][CH2:7][CH2:8][CH2:9][CH2:10][CH2:11][CH2:12][CH2:13][CH2:14][CH2:15][CH2:16][CH2:17][C:18](=[O:19])[OH:20])(=[O:21])[OH:22].[CH:36]1([N:37]=[C:38]=[N:39][CH:40]2[CH2:41][CH2:42][CH2:43][CH2:44][CH2:45]2)[CH2:46][CH2:47][CH2:48][CH2:49][CH2:50]1.[O:23]1[CH2:24][CH2:25][CH2:26][CH2:27]1.[O:51]1[CH2:52][CH2:53][CH2:54][CH2:55]1.[OH:28][N:29]1[C:30](=[O:35])[CH2:31][CH2:32][C:33]1=[O:34]>>[C:1]([CH2:2][CH2:3][CH2:4][CH2:5][CH2:6][CH2:7][CH2:8][CH2:9][CH2:10][CH2:11][CH2:12][CH2:13][CH2:14][CH2:15][CH2:16][CH2:17][C:18](=[O:19])[OH:20])(=[O:21])[O:22][N:29]1[C:30](=[O:35])[CH2:31][CH2:32][C:33]1=[O:34]. Run in C(C)(=O)O (acetic acid). Yields the product C1(=CC=CC=C1)C1=CC=C(C=C1)C(=O)C(CCCl)Br (1-bromo-3-chloropropyl 4-phenylphenyl ketone). Reactants: C1(=CC=CC=C1)C1=CC=C(C=C1)C(=O)CCCCl (3-chloropropyl 4-phenylphenyl ketone), BrBr (bromine). As a reaction SMILES: [C:1]1([C:7]2[CH:12]=[CH:11][C:10]([C:13]([CH2:15][CH2:16][CH2:17][Cl:18])=[O:14])=[CH:9][CH:8]=2)[CH:6]=[CH:5][CH:4]=[CH:3][CH:2]=1.[Br:19]Br>C(O)(=O)C>[C:1]1([C:7]2[CH:12]=[CH:11][C:10]([C:13]([CH:15]([Br:19])[CH2:16][CH2:17][Cl:18])=[O:14])=[CH:9][CH:8]=2)[CH:2]=[CH:3][CH:4]=[CH:5][CH:6]=1. Reaction conditions: time 1 hour. Procedure details: 246 g (0.95 mol) of 3-chloropropyl 4-phenylphenyl ketone in 380 ml of glacial acetic acid were placed in a reaction flask and 152 g (0.95 mol) of bromine were added dropwise at 30° C., the reaction commencing with dissolution and decolorization. After 1 hour, a thick precipitate deposited. The mixture was stirred for a further 4 hours at room temperature in order to complete the reaction. The crystals produced were filtered off under suction, washed with water, dissolved in dichloromethane, wash...